From a dataset of the Open Reaction Database (ORD), a public repository of structured organic reaction records. describe an organic reaction: reactants, conditions, products, and yield Reactants: ClC=1N=NC(=CC1)C (3-chloro-6-methylpyridazine), ClN1C(CCC1=O)=O (N-chlorosuccinimide). Reagents/catalysts: C(C1=CC=CC=C1)(=O)OOC(C1=CC=CC=C1)=O (benzoyl peroxide). The solvent is C(Cl)(Cl)(Cl)Cl (CCl4). Product: ClC1=CC=C(N=N1)CCl (6-Chloro-3-chloromethylpyridazine). The yield is 43.9%. RXN SMILES: [Cl:1][C:2]1[N:3]=[N:4][C:5]([CH3:8])=[CH:6][CH:7]=1.[Cl:9]N1C(=O)CCC1=O>C(Cl)(Cl)(Cl)Cl.C(OOC(=O)C1C=CC=CC=1)(=O)C1C=CC=CC=1>[Cl:1][C:2]1[N:3]=[N:4][C:5]([CH2:8][Cl:9])=[CH:6][CH:7]=1. Procedure details: A suspension of 3-chloro-6-methylpyridazine (3 g), benzoyl peroxide (150 mg) and N-chlorosuccinimide (3.12 g) in CCl4 (30 ml) was refluxed 16 hours, cooled, filtered and evaporated. Chromatography (EtOAc/hexane) gave title compound (1.67 g). NMR δ(CDCl3) 4.87 (2H, s), 7.58 (1H, d), 7.71 (1H, d). The reactants are NC=1N=CC(=NC1)C#CC(=O)OC (methyl 3-(5-aminopyrazin-2-yl)propiolate). The reagents and catalysts are [Pd] (Pd—C). Solvent: CO (MeOH). Reaction conditions: time 16 hour. Yields the product NC=1N=CC(=NC1)CCC(=O)OC (methyl 3-(5-aminopyrazin-2-yl)propanoate). Reaction SMILES: [NH2:1][C:2]1[N:3]=[CH:4][C:5]([C:8]#[C:9][C:10]([O:12][CH3:13])=[O:11])=[N:6][CH:7]=1>CO.[Pd]>[NH2:1][C:2]1[N:3]=[CH:4][C:5]([CH2:8][CH2:9][C:10]([O:12][CH3:13])=[O:11])=[N:6][CH:7]=1. Reported procedure: To a solution of methyl 3-(5-aminopyrazin-2-yl)propiolate (30 mg, 0.169 mmol) in MeOH (847 μL) was added Pd—C (36.0 mg, 0.034 mmol). The solution was degassed by N2 stream for 15 min. After flushed with hydrogen gas and equipped with a hydrogen balloon, the reaction mixture was stirred for 16 h. The reaction mixture was filtered through Celite. The volatile materials were removed in vacuo. The crude methyl 3-(5-aminopyrazin-2-yl)propanoate was obtained (81%) and used for the next step without fu... Reactants: C(C1=CC=CC=C1)Br (Benzyl bromide), CCN(C(C)C)C(C)C (DIPEA), OC1=C(N(C(=C1O)C(=O)OCC)C1=CC=C(C=C1)OC)C(=O)OCC (diethyl 3,4-dihydroxy-1-(4-methoxyphenyl)-1H-pyrrole-2,5-dicarboxylate), C(C1=CC=CC=C1)Br (benzyl bromide), CCN(C(C)C)C(C)C (DIPEA), C(C1=CC=CC=C1)Br (benzyl bromide), CCN(C(C)C)C(C)C (DIPEA). The solvent is CCO (EtOH). Run at temperature 50 celsius, time 18 hour. The product is C(C1=CC=CC=C1)OC1=C(N(C(=C1O)C(=O)OCC)C1=CC=C(C=C1)OC)C(=O)OCC (Diethyl 3-(benzyloxy)-4-hydroxy-1-(4-methoxyphenyl)-1H-pyrrole-2,5-dicarboxylate). Yield: 46.0%. RXN SMILES: [CH2:1](Br)[C:2]1[CH:7]=[CH:6][CH:5]=[CH:4][CH:3]=1.CCN(C(C)C)C(C)C.[OH:18][C:19]1[C:23]([OH:24])=[C:22]([C:25]([O:27][CH2:28][CH3:29])=[O:26])[N:21]([C:30]2[CH:35]=[CH:34][C:33]([O:36][CH3:37])=[CH:32][CH:31]=2)[C:20]=1[C:38]([O:40][CH2:41][CH3:42])=[O:39]>CCO>[CH2:1]([O:18][C:19]1[C:23]([OH:24])=[C:22]([C:25]([O:27][CH2:28][CH3:29])=[O:26])[N:21]([C:30]2[CH:35]=[CH:34][C:33]([O:36][CH3:37])=[CH:32][CH:31]=2)[C:20]=1[C:38]([O:40][CH2:41][CH3:42])=[O:39])[C:2]1[CH:7]=[CH:6][CH:5]=[CH:4][CH:3]=1. Procedure: Benzyl bromide (2.13 ml, 17.9 mmol) was added dropwise to a suspension of DIPEA (3.12 mL, 17.9 mmol) and diethyl 3,4-dihydroxy-1-(4-methoxyphenyl)-1H-pyrrole-2,5-dicarboxylate (UL2-001) (5 g, 14.3 mmol) in EtOH (200 mL). The reaction mixture was stirred at 50° C. for 18 h. Additional benzyl bromide (0.85 mL, 7.20 mmol) and DIPEA (1.25 mL, 7.20 mmol) were added and the reaction stirred at 60° C. for 24 h, after which further portions of benzyl bromide (0.85 ml, 7.20 mmol) and DIPEA (1.25 mL, 7.20... The reactants are O=C(OCc1ccccc1)N1CC2CN(c3ccc(N4CC(CCS(=O)(=O)[O-])OC4=O)cc3F)CC2C1, C1CCOC1, ClCCl, CC(C)O, [NH4+], [OH-]. The product is NCC1CN(c2ccc(N3CC4CN(C(=O)OCc5ccccc5)CC4C3)c(F)c2)C(=O)O1. As a reaction SMILES: [C:1](=[O:2])([O:3][CH2:4][c:5]1[cH:6][cH:7][cH:8][cH:9][cH:10]1)[N:11]1[CH2:12][CH:13]2[CH2:14][N:15]([c:19]3[c:20]([F:37])[cH:21][c:22]([N:25]4[C:26](=[O:36])[O:27][CH:28]([CH2:30][CH2:31][S:32]([O-:33])(=[O:34])=[O:35])[CH2:29]4)[cH:23][cH:24]3)[CH2:16][CH:17]2[CH2:18]1.[CH2:38]1[O:39][CH2:40][CH2:41][CH2:42]1.[CH2:49]([Cl:50])[Cl:51].[CH:43]([OH:44])([CH3:45])[CH3:46].[NH4+:47].[OH-:48]>>[C:1](=[O:2])([O:3][CH2:4][c:5]1[cH:6][cH:7][cH:8][cH:9][cH:10]1)[N:11]1[CH2:12][CH:13]2[CH2:14][N:15]([c:19]3[c:20]([F:37])[cH:21][c:22]([N:25]4[C:26](=[O:36])[O:27][CH:28]([CH2:30][NH2:47])[CH2:29]4)[cH:23][cH:24]3)[CH2:16][CH:17]2[CH2:18]1. Reactants: ClC=1N=C(C2=C(N1)N(C=C2I)S(=O)(=O)C2=CC=C(C)C=C2)NC2CC2 (2-chloro-N-cyclopropyl-5-iodo-7-tosyl-7H-pyrrolo[2,3-d]pyrimidin-4-amine), FC1=CC=C(C=C1)B(O)O (4-fluorophenylboronic acid), C(=O)([O-])[O-].[Na+].[Na+] (Na2CO3), O (Water). The reagents and catalysts are Cl[Pd]([P](C1=CC=CC=C1)(C2=CC=CC=C2)C3=CC=CC=C3)([P](C4=CC=CC=C4)(C5=CC=CC=C5)C6=CC=CC=C6)Cl (Pd(Ph3P)2Cl2). Run in O1CCOCC1 (dioxane), CCOC(=O)C (EtOAc). Reaction conditions: temperature 100 celsius, time 1 hour. The product is ClC=1N=C(C2=C(N1)N(C=C2C2=CC=C(C=C2)F)S(=O)(=O)C2=CC=C(C)C=C2)NC2CC2 (2-chloro-N-cyclopropyl-5-(4-fluorophenyl)-7-tosyl-7H-pyrrolo[2,3-d]pyrimidin-4-amine). Yield: 86.3%. As a reaction SMILES: [Cl:1][C:2]1[N:3]=[C:4]([NH:22][CH:23]2[CH2:25][CH2:24]2)[C:5]2[C:10](I)=[CH:9][N:8]([S:12]([C:15]3[CH:21]=[CH:20][C:18]([CH3:19])=[CH:17][CH:16]=3)(=[O:14])=[O:13])[C:6]=2[N:7]=1.[F:26][C:27]1[CH:32]=[CH:31][C:30](B(O)O)=[CH:29][CH:28]=1.C([O-])([O-])=O.[Na+].[Na+].O>O1CCOCC1.Cl[Pd](Cl)([P](C1C=CC=CC=1)(C1C=CC=CC=1)C1C=CC=CC=1)[P](C1C=CC=CC=1)(C1C=CC=CC=1)C1C=CC=CC=1.CCOC(C)=O>[Cl:1][C:2]1[N:3]=[C:4]([NH:22][CH:23]2[CH2:25][CH2:24]2)[C:5]2[C:10]([C:30]3[CH:31]=[CH:32][C:27]([F:26])=[CH:28][CH:29]=3)=[CH:9][N:8]([S:12]([C:15]3[CH:21]=[CH:20][C:18]([CH3:19])=[CH:17][CH:16]=3)(=[O:14])=[O:13])[C:6]=2[N:7]=1 |f:2.3.4,^1:51,70|. Procedure details: To a mixture of 2-chloro-N-cyclopropyl-5-iodo-7-tosyl-7H-pyrrolo[2,3-d]pyrimidin-4-amine (150 mg, 0.307 mmol), 4-fluorophenylboronic acid (64 mg, 0.457 mmol) and Pd(Ph3P)2Cl2 (22 mg, 0.031 mmol) in dioxane (3 mL), aq. Na2CO3 (100 mg, 0.943 mmol) (1.0 mL) was added. The mixture was stirred at 100° C. for 1 h. Water and EtOAc were added. The organic phase was separated, dried over Na2SO4, concentrated in vacuo. The residue was purified by a silica gel column, which was eluted with 5-15% EtOAc in h... Reactants: CC(C)N1N=CN=C1C=1N=C2C3=CC=C(C=C3OCCN2C1)C1=CC=NN1 (4-[1-(propan-2-yl)-1H-1,2,4-triazol-5-yl]-12-(1H-pyrazol-5-yl)-9-oxa-3,6-diazatricyclo[8.4.0.02,6]tetradeca-1(14),2,4,10,12-pentaene), CS(=O)(=O)OC1CCN(CC1)C(=O)OC(C)(C)C (tert-butyl 4-(methylsulfonyloxy)piperidine-1-carboxylate), C(=O)([O-])[O-].[K+].[K+] (K2CO3). Procedure details: A mixture of 4-[1-(propan-2-yl)-1H-1,2,4-triazol-5-yl]-12-(1H-pyrazol-5-yl)-9-oxa-3,6-diazatricyclo[8.4.0.02,6]tetradeca-1(14),2,4,10,12-pentaene (1.00 g, 2.77 mmol), tert-butyl 4-(methylsulfonyloxy)piperidine-1-carboxylate (1.95 g, 6.92 mmol), and K2CO3 (1.90 g, 13.8 mmol) in CH3CN (50.0 mL) was stirred at 100° C. for 60 hr. After removal of the solvents, the residue was treated with water and extracted with ethyl acetate. The organic layers were combined, washed with brine, dried over MgSO4, f... Yield: 6.6%. Reaction conditions: temperature 100 celsius, time 60 hour. Reaction SMILES: [CH3:1][CH:2]([N:4]1[C:8]([C:9]2[N:10]=[C:11]3[N:21]([CH:22]=2)[CH2:20][CH2:19][O:18][C:17]2[C:12]3=[CH:13][CH:14]=[C:15]([C:23]3[NH:27][N:26]=[CH:25][CH:24]=3)[CH:16]=2)=[N:7][CH:6]=[N:5]1)[CH3:3].CS(O[CH:33]1[CH2:38][CH2:37][N:36]([C:39]([O:41][C:42]([CH3:45])([CH3:44])[CH3:43])=[O:40])[CH2:35][CH2:34]1)(=O)=O.C([O-])([O-])=O.[K+].[K+]>CC#N>[C:42]([O:41][C:39]([N:36]1[CH2:37][CH2:38][CH:33]([N:27]2[C:23]([C:15]3[CH:16]=[C:17]4[C:12](=[CH:13][CH:14]=3)[C:11]3[N:21]([CH:22]=[C:9]([C:8]5[N:4]([CH:2]([CH3:1])[CH3:3])[N:5]=[CH:6][N:7]=5)[N:10]=3)[CH2:20][CH2:19][O:18]4)=[CH:24][CH:25]=[N:26]2)[CH2:34][CH2:35]1)=[O:40])([CH3:45])([CH3:43])[CH3:44] |f:2.3.4|. Solvent: CC#N (CH3CN). The product is C(C)(C)(C)OC(=O)N1CCC(CC1)N1N=CC=C1C=1C=C2OCCN3C=C(N=C3C2=CC1)C1=NC=NN1C(C)C (tert-butyl-4-(5-{4-[1-(propan-2-yl)-1H-1,2,4-triazol-5-yl]-9-oxa-3,6-diazatricyclo[8.4.0.02,6]tetradeca-1(14),2,4,10,12-pentaen-12-yl}-1H-pyrazol-1-yl)piperidine-1-carboxylate). Starting materials: ClC=1C=CC(=C(C1)C1=CC(N(C=C1OCC(F)(F)F)C(C(=O)NC1=CC=C(C(=O)OC(C)(C)C)C=C1)C)=O)C#N (tert-butyl 4-({2-[4-(5-chloro-2-cyanophenyl)-2-oxo-5-(2,2,2-trifluoroethoxy)pyridin-1(2H)-yl]propanoyl}amino)benzoate), C(=O)(C(F)(F)F)O (TFA). Product: ClC=1C=CC(=C(C1)C1=CC(N(C=C1OCC(F)(F)F)C(C(=O)NC1=CC=C(C(=O)O)C=C1)C)=O)C#N (4-({2-[4-(5-Chloro-2-cyanophenyl)-2-oxo-5-(2,2,2-trifluoroethoxy)pyridin-1(2H)-yl]propanoyl}amino)benzoic acid). Reaction SMILES: [Cl:1][C:2]1[CH:3]=[CH:4][C:5]([C:39]#[N:40])=[C:6]([C:8]2[C:13]([O:14][CH2:15][C:16]([F:19])([F:18])[F:17])=[CH:12][N:11]([CH:20]([CH3:37])[C:21]([NH:23][C:24]3[CH:36]=[CH:35][C:27]([C:28]([O:30]C(C)(C)C)=[O:29])=[CH:26][CH:25]=3)=[O:22])[C:10](=[O:38])[CH:9]=2)[CH:7]=1.C(O)(C(F)(F)F)=O>>[Cl:1][C:2]1[CH:3]=[CH:4][C:5]([C:39]#[N:40])=[C:6]([C:8]2[C:13]([O:14][CH2:15][C:16]([F:19])([F:18])[F:17])=[CH:12][N:11]([CH:20]([CH3:37])[C:21]([NH:23][C:24]3[CH:25]=[CH:26][C:27]([C:28]([OH:30])=[O:29])=[CH:35][CH:36]=3)=[O:22])[C:10](=[O:38])[CH:9]=2)[CH:7]=1. Procedure details: 113 mg (0.14 mmol) of tert-butyl 4-({2-[4-(5-chloro-2-cyanophenyl)-2-oxo-5-(2,2,2-trifluoroethoxy)pyridin-1(2H)-yl]propanoyl}amino)benzoate (racemate) were hydrolysed with TFA according to General Method 2. Yield: 39 mg (purity 90%, 49% of theory)